This data is from the Open Reaction Database (ORD), a public repository of structured organic reaction records. The task is: describe an organic reaction: reactants, conditions, products, and yield Starting materials: F[B-](F)(F)F, N#Cc1cccc(C=CC(=O)O)c1, CCN(C(C)C)C(C)C, COCC1NCCN(Cc2ccc3c(N)ncnc3c2)C1=O, CN(C)C=O, CN(C)C(On1nnc2ccccc21)=[N+](C)C. The product is COCC1C(=O)N(Cc2ccc3c(N)ncnc3c2)CCN1C(=O)C=Cc1cccc(C#N)c1. Reaction SMILES: [B-:45]([F:46])([F:47])([F:48])[F:49].[C:23](#[N:24])[c:25]1[cH:26][c:27]([CH:28]=[CH:29][C:30](=[O:31])[OH:32])[cH:33][cH:34][cH:35]1.[CH:36]([N:37]([CH2:38][CH3:39])[CH:40]([CH3:41])[CH3:42])([CH3:43])[CH3:44].[NH2:1][c:2]1[n:3][cH:4][n:5][c:6]2[cH:7][c:8]([CH2:12][N:13]3[C:14](=[O:22])[CH:15]([CH2:19][O:20][CH3:21])[NH:16][CH2:17][CH2:18]3)[cH:9][cH:10][c:11]12.[O:67]=[CH:68][N:69]([CH3:70])[CH3:71].[n:50]1([O:51][C:52]([N:53]([CH3:54])[CH3:55])=[N+:56]([CH3:57])[CH3:58])[c:59]2[cH:60][cH:61][cH:62][cH:63][c:64]2[n:65][n:66]1>>[NH2:1][c:2]1[n:3][cH:4][n:5][c:6]2[cH:7][c:8]([CH2:12][N:13]3[C:14](=[O:22])[CH:15]([CH2:19][O:20][CH3:21])[N:16]([C:30]([CH:29]=[CH:28][c:27]4[cH:26][c:25]([C:23]#[N:24])[cH:35][cH:34][cH:33]4)=[O:31])[CH2:17][CH2:18]3)[cH:9][cH:10][c:11]12. Reactants: OS(=O)(=O)O (H2SO4), NC1=CC=C(C2=CC=CC=C12)S(=O)(=O)[O-].[Na+] (sodium 4-aminonaphthalene-1-sulfonate), N(=O)[O-].[Na+] (NaNO2), Cl[Sn]Cl (SnCl2). Run in O (H2O), O (H2O), O (H2O), Cl (HCl), O (H2O). Reaction conditions: time 1.5 hour. Product: N(N)C1=CC=C(C2=CC=CC=C12)S(=O)(=O)O (4-hydrazinylnaphthalene-1-sulfonic acid). Isolated yield 58.8%. RXN SMILES: [NH2:1][C:2]1[C:11]2[C:6](=[CH:7][CH:8]=[CH:9][CH:10]=2)[C:5]([S:12]([O-:15])(=[O:14])=[O:13])=[CH:4][CH:3]=1.[Na+].[N:17]([O-])=O.[Na+].OS(O)(=O)=O.Cl[Sn]Cl>O.Cl>[NH:1]([C:2]1[C:11]2[C:6](=[CH:7][CH:8]=[CH:9][CH:10]=2)[C:5]([S:12]([OH:15])(=[O:13])=[O:14])=[CH:4][CH:3]=1)[NH2:17] |f:0.1,2.3|. Procedure: A solution of sodium 4-aminonaphthalene-1-sulfonate (2.45 g, 10 mmol) in H2O (15 mL) was added a solution of NaNO2 (0.70 g, 10 mmol) in H2O (2 mL) at 10-15° C. The solution was then added to a cold solution of conc. H2SO4 (0.54 g, 5.5 mmol) in 0.5 mL of H2O. The temperature was maintained below 10° C. and the mixture was stirred for 1.5 h after the addition was complete. The mixture was then added dropwise to a cold solution of SnCl2 (3.8 g, 17 mmol) in 2.5 mL of conc. HCl and 1.5 ml of H2O. The... Reaction SMILES: [CH:1]([CH3:2])([CH3:3])[c:4]1[cH:5][cH:6][c:7]([S:10](=[O:11])(=[O:12])[NH2:13])[n:8][cH:9]1.[Cl:14][c:15]1[n:16][c:17]([N:31]2[CH2:32][CH2:33][O:34][CH2:35][CH2:36]2)[n:18][c:19]([Cl:30])[c:20]1[O:21][c:22]1[c:23]([O:28][CH3:29])[cH:24][cH:25][cH:26][cH:27]1>>[CH:1]([CH3:2])([CH3:3])[c:4]1[cH:5][cH:6][c:7]([S:10](=[O:11])(=[O:12])[NH:13][c:19]2[n:18][c:17]([N:31]3[CH2:32][CH2:33][O:34][CH2:35][CH2:36]3)[n:16][c:15]([Cl:14])[c:20]2[O:21][c:22]2[c:23]([O:28][CH3:29])[cH:24][cH:25][cH:26][cH:27]2)[n:8][cH:9]1. Reactants: CC(C)c1ccc(S(N)(=O)=O)nc1, COc1ccccc1Oc1c(Cl)nc(N2CCOCC2)nc1Cl. Yields the product COc1ccccc1Oc1c(Cl)nc(N2CCOCC2)nc1NS(=O)(=O)c1ccc(C(C)C)cn1. Starting materials: ClC1=C(C(=O)NCC23CC4CC(CC(C2)C4)C3)C=C(C=C1)C=O (2-chloro-5-formyl-N-(tricyclo [3.3.1.13,7]dec-1-ylmethyl)-benzamide), C(C)(C)NCCCN (N-isopropyl-1,3-propanediamine), C1(=CC=C(C=C1)S(=O)(=O)O)C (p-toluenesulfonic acid). Isolated yield 4.7%. Solvent: C1(=CC=CC=C1)C (toluene). Run at temperature 0 celsius, time 30 minute. Procedure details: A mixture of 2-chloro-5-formyl-N-(tricyclo [3.3.1.13,7]dec-1-ylmethyl)-benzamide (0.244 g, Example 25b), N-isopropyl-1,3-propanediamine (0.211 g), p-toluenesulfonic acid (0.005 g) and toluene (30 ml) were refluxed together under Dean-Stark conditions for 3 h. The mixture was cooled and concentrated under reduced pressure to an oil. This was dissolved in ethanol (30 ml) and cooled to 0° C. under a nitrogen atmosphere. Solid sodium borohydride (0.040 g) was added portionwise and the mixture stirre... Product: ClC1=C(C(=O)NCC23CC4CC(CC(C2)C4)C3)C=C(C=C1)CNCCCNC(C)C (2-Chloro-5-[[[3-[(1-methylethyl)amino]propyl]amino]methyl]-N-(tricyclo[3.3.1.13,7]dec-1-ylmethyl)-benzamide). RXN SMILES: [Cl:1][C:2]1[CH:21]=[CH:20][C:19]([CH:22]=O)=[CH:18][C:3]=1[C:4]([NH:6][CH2:7][C:8]12[CH2:17][CH:12]3[CH2:13][CH:14]([CH2:16][CH:10]([CH2:11]3)[CH2:9]1)[CH2:15]2)=[O:5].[CH:24]([NH:27][CH2:28][CH2:29][CH2:30][NH2:31])([CH3:26])[CH3:25].C1(C)C=CC(S(O)(=O)=O)=CC=1>C1(C)C=CC=CC=1>[Cl:1][C:2]1[CH:21]=[CH:20][C:19]([CH2:22][NH:31][CH2:30][CH2:29][CH2:28][NH:27][CH:24]([CH3:26])[CH3:25])=[CH:18][C:3]=1[C:4]([NH:6][CH2:7][C:8]12[CH2:17][CH:12]3[CH2:11][CH:10]([CH2:16][CH:14]([CH2:13]3)[CH2:15]1)[CH2:9]2)=[O:5].